Dataset: the Open Reaction Database (ORD), a public repository of structured organic reaction records. Task: describe an organic reaction: reactants, conditions, products, and yield Reactants: C(C)(C)(C)OC(=O)N[C@@H](CC(C)C)C=O (N-tert-butoxycarbonyl-L-leucinal), NC(C(=O)NC(C)(C)C)CC1=CC=C(C=C1)OCC1=CC=CC=C1 (2-amino-3-(4-benzyloxy-phenyl)-N-tert-butyl-propionamide), C(#N)[BH3-].[Na+] (sodium cyanotrihydridoborate). Solvent: CO (methanol), CO (methanol). Reaction conditions: time 24 hour. Product: C(C)(C)(C)OC(NC(CC(C)C)CNC(CC1=CC=C(C=C1)OCC1=CC=CC=C1)C(NC(C)(C)C)=O)=O ((1-{[2-(4-benzyloxy-phenyl)-1-tert-butylcarbamoyl-ethylamino]-methyl}-3-methyl-butyl)-carbamic acid tert-butyl ester). RXN SMILES: [C:1]([O:5][C:6]([NH:8][C@H:9]([CH:14]=O)[CH2:10][CH:11]([CH3:13])[CH3:12])=[O:7])([CH3:4])([CH3:3])[CH3:2].[NH2:16][CH:17]([CH2:25][C:26]1[CH:31]=[CH:30][C:29]([O:32][CH2:33][C:34]2[CH:39]=[CH:38][CH:37]=[CH:36][CH:35]=2)=[CH:28][CH:27]=1)[C:18]([NH:20][C:21]([CH3:24])([CH3:23])[CH3:22])=[O:19].C([BH3-])#N.[Na+]>CO>[C:1]([O:5][C:6](=[O:7])[NH:8][CH:9]([CH2:14][NH:16][CH:17]([C:18](=[O:19])[NH:20][C:21]([CH3:23])([CH3:22])[CH3:24])[CH2:25][C:26]1[CH:27]=[CH:28][C:29]([O:32][CH2:33][C:34]2[CH:35]=[CH:36][CH:37]=[CH:38][CH:39]=2)=[CH:30][CH:31]=1)[CH2:10][CH:11]([CH3:12])[CH3:13])([CH3:2])([CH3:3])[CH3:4] |f:2.3|. Reported procedure: A solution consisting of 1.00 g (4.64 mmol) N-tert-butoxycarbonyl-L-leucinal and 1.52 g (4.64 mmol) 2-amino-3-(4-benzyloxy-phenyl)-N-tert-butyl-propionamide (Example 2, Step C) in 20 mL methanol containing 1% acetic acid was stirred at 25° C. for 20 minutes, at which time a solution of 0.614 g (9.29 mmol) sodium cyanotrihydridoborate (Aldrich, Milwaukee, Wis.) in 12 mL methanol was added and the resulting mixture stirred for 24 hours. The reaction was quenched by the addition of 3 M HCl in 3 mL ...